This data is from the Open Reaction Database (ORD), a public repository of structured organic reaction records. The task is: describe an organic reaction: reactants, conditions, products, and yield Starting materials: COC=1C=CC2=C(C(=CO2)CCI)C1 (2-(5-methoxy-1-benzofuran-3-yl)ethyl iodide), C(C)(C)N(C(C)C)CC (N,N-diisopropylethylamine), CS(=O)C (DMSO), N1CCC(=CC1)N1C=CC2=CC=CC=C12 ((1,2,3,6-tetrahydro-4-pyridinyl)-1H-indole). Product: COC=1C=CC2=C(C(=CO2)CCN2CCC(=CC2)C2=CNC3=CC=CC=C23)C1 (3-{1-[2-(5-methoxy-1-benzofuran-3-yl)ethyl]-1,2,3,6-tetrahydro-4-pyridinyl}-1H-indole). RXN SMILES: [CH3:1][O:2][C:3]1[CH:4]=[CH:5][C:6]2[O:10][CH:9]=[C:8]([CH2:11][CH2:12]I)[C:7]=2[CH:14]=1.N1CC=C([N:21]2[C:29]3[C:24](=[CH:25][CH:26]=[CH:27][CH:28]=3)[CH:23]=[CH:22]2)CC1.C([N:33]([CH2:37][CH3:38])[CH:34]([CH3:36])C)(C)C.[CH3:39]S(C)=O>>[CH3:1][O:2][C:3]1[CH:4]=[CH:5][C:6]2[O:10][CH:9]=[C:8]([CH2:11][CH2:12][N:33]3[CH2:34][CH:36]=[C:39]([C:23]4[C:24]5[C:29](=[CH:28][CH:27]=[CH:26][CH:25]=5)[NH:21][CH:22]=4)[CH2:38][CH2:37]3)[C:7]=2[CH:14]=1. Reported procedure: A mixture of 2-(5-methoxy-1-benzofuran-3-yl)ethyl iodide (301 mg. 1 mmol) (obtained by the above mentioned process) and 3 (1,2,3,6-tetrahydro-4-pyridinyl)-1H-indole (198 mg, 1 mmol) was heated at 120° C. in DMSO in the presence of N,N-diisopropylethylamine (5 ml, excess) for 24 hrs. At the end, the reaction mixture was quenched with water and extracted with chloroform. The organic layer was washed with water and dried over anhydrous MgSO4 and concentrated to dryness. The dark colored solid was p... Reactants: [N+](=O)([O-])C=1C=C(C=C(C1SC#N)[N+](=O)[O-])C=1C=NC=CC1 (3-(3,5-Dinitro-4-thiocyanato-phenyl)-pyridine), resultant mixture, N (ammonia). The reagents and catalysts are [Fe] (iron). Solvent: C(C)(=O)O (acetic acid), O (water). Run at time 16 hour. Product: [N+](=O)([O-])C1=CC(=CC=2N=C(SC21)N)C=2C=NC=CC2 (7-Nitro-5-pyridin-3-yl-benzothiazol-2-ylamine). Yield: 95.6%. As a reaction SMILES: [N+:1]([C:4]1[CH:5]=[C:6]([C:16]2[CH:17]=[N:18][CH:19]=[CH:20][CH:21]=2)[CH:7]=[C:8]([N+:13]([O-])=O)[C:9]=1[S:10][C:11]#[N:12])([O-:3])=[O:2].N>C(O)(=O)C.O.[Fe]>[N+:1]([C:4]1[C:9]2[S:10][C:11]([NH2:12])=[N:13][C:8]=2[CH:7]=[C:6]([C:16]2[CH:17]=[N:18][CH:19]=[CH:20][CH:21]=2)[CH:5]=1)([O-:3])=[O:2]. Reported procedure: A solution of 3-(3,5-Dinitro-4-thiocyanato-phenyl)-pyridine (0.66 g, 2.19 mmol) in glacial acetic acid (15 ml) was treated with iron powder (0.61 g, 11.0 mmol) and stirred at ambient temperature for 16 h. The resultant mixture was diluted with water (200 ml) and made alkaline by the addition of concentrated ammonia solution. The solid material was collected by filtration and washed with water followed by ethyl acetate. The filtered solid was then extracted with boiling ethanol (3×200 ml) which w... The reactants are COc1cnc(C#CC(C)O)c2[nH]ccc12, ClCCl, O=[Mn]=O. Product: COc1cnc(C#CC(C)=O)c2[nH]ccc12. Reaction SMILES: [CH3:1][O:2][c:3]1[c:4]2[cH:5][cH:6][nH:7][c:8]2[c:9]([C:12]#[C:13][CH:14]([CH3:15])[OH:16])[n:10][cH:11]1.[Cl:17][CH2:18][Cl:19].[O:20]=[Mn:21]=[O:22]>>[CH3:1][O:2][c:3]1[c:4]2[cH:5][cH:6][nH:7][c:8]2[c:9]([C:12]#[C:13][C:14]([CH3:15])=[O:16])[n:10][cH:11]1. Reactants: CC(=O)OC(C)=O, COc1ccc(Cl)cc1C1OC(=O)NC1=O, C1CCOC1. Product: COc1ccc(Cl)cc1C1OC(=O)N(C(C)=O)C1=O. RXN SMILES: [CH3:17][C:18](=[O:19])[O:20][C:21](=[O:22])[CH3:23].[Cl:1][c:2]1[cH:3][cH:4][c:5]([O:15][CH3:16])[c:6]([CH:8]2[C:9](=[O:14])[NH:10][C:11](=[O:13])[O:12]2)[cH:7]1.[O:24]1[CH2:25][CH2:26][CH2:27][CH2:28]1>>[Cl:1][c:2]1[cH:3][cH:4][c:5]([O:15][CH3:16])[c:6]([CH:8]2[C:9](=[O:14])[N:10]([C:18]([CH3:17])=[O:19])[C:11](=[O:13])[O:12]2)[cH:7]1. Procedure details: When the same reactions as in Referential Example 34 are carried out using ethylamine or 2-fluoroethylamine instead of the starting cyclopropylamine, N-ethyl-2-[2-[3-(3-thienyl)phenoxy]ethoxy]ethylamine and N-(2-fluoroethyl)-2-[2-[3-(3-thienyl)phenoxy]ethoxy]ethylamine are obtained. The reactants are C(C)N (ethylamine), C(C)NCCOCCOC1=CC(=CC=C1)C1=CSC=C1 (N-ethyl-2-[2-[3-(3-thienyl)phenoxy]ethoxy]ethylamine), FCCNCCOCCOC1=CC(=CC=C1)C1=CSC=C1 (N-(2-fluoroethyl)-2-[2-[3-(3-thienyl)phenoxy]ethoxy]ethylamine), FCCN (2-fluoroethylamine), C1(CC1)NC(COCCOC1=CC(=CC=C1)C1=CSC=C1)=O (N-cyclopropyl-2-[3(3-thienyl)phenoxy]ethoxyacetamide). Yields the product C1(CC1)NCCOCCOC1=CC(=CC=C1)C1=CSC=C1 (N-cyclopropyl-2-[2-[3-(3-thienyl)phenoxy]ethoxy}ethylamine). Reaction SMILES: C(N)C.FCCN.[CH:8]1([NH:11][C:12](=O)[CH2:13][O:14][CH2:15][CH2:16][O:17][C:18]2[CH:23]=[CH:22][CH:21]=[C:20]([C:24]3[CH:28]=[CH:27][S:26][CH:25]=3)[CH:19]=2)[CH2:10][CH2:9]1.C(NCCOCCOC1C=CC=C(C2C=CSC=2)C=1)C.FCCNCCOCCOC1C=CC=C(C2C=CSC=2)C=1>>[CH:8]1([NH:11][CH2:12][CH2:13][O:14][CH2:15][CH2:16][O:17][C:18]2[CH:23]=[CH:22][CH:21]=[C:20]([C:24]3[CH:28]=[CH:27][S:26][CH:25]=3)[CH:19]=2)[CH2:10][CH2:9]1.